Dataset: the Open Reaction Database (ORD), a public repository of structured organic reaction records. Task: describe an organic reaction: reactants, conditions, products, and yield The reactants are Br (hydrobromide), CN1CCOCC1 (N-methylmorpholine), N[C@@H](CC(N)=O)C(=O)N[C@@H](CC1=CC=CC=C1)C(=O)N[C@@H](CC1=CC=CC=C1)C(=O)OC (H-Asn-Phe-Phe-OMe), N([C@@H](CCCC)C(=O)O)C(=O)OCC1=CC=CC=C1 (Z-Nle-OH), C(C(C)C)OC(=O)Cl (chloroformic acid isobutylester), CN1CCOCC1 (N-methylmorpholine). Run in CN(C=O)C.O1CCCC1 (N,N-dimethylformamide tetrahydrofuran), C(C)O (ethanol), O1CCCC1 (tetrahydrofuran). Reaction conditions: temperature -20 celsius. Product: N([C@@H](CCCC)C(=O)N[C@@H](CC(N)=O)C(=O)N[C@@H](CC1=CC=CC=C1)C(=O)N[C@@H](CC1=CC=CC=C1)C(=O)OC)C(=O)OCC1=CC=CC=C1 (Z-Nle-Asn-Phe-Phe-OMe). RXN SMILES: [NH:1]([C:10]([O:12][CH2:13][C:14]1[CH:19]=[CH:18][CH:17]=[CH:16][CH:15]=1)=[O:11])[C@H:2]([C:7]([OH:9])=O)[CH2:3][CH2:4][CH2:5][CH3:6].CN1CCOCC1.C(OC(Cl)=O)C(C)C.[NH2:35][C@H:36]([C:41]([NH:43][C@H:44]([C:52]([NH:54][C@H:55]([C:63]([O:65][CH3:66])=[O:64])[CH2:56][C:57]1[CH:62]=[CH:61][CH:60]=[CH:59][CH:58]=1)=[O:53])[CH2:45][C:46]1[CH:51]=[CH:50][CH:49]=[CH:48][CH:47]=1)=[O:42])[CH2:37][C:38](=[O:40])[NH2:39].Br>O1CCCC1.CN(C)C=O.O1CCCC1.C(O)C>[NH:1]([C:10]([O:12][CH2:13][C:14]1[CH:19]=[CH:18][CH:17]=[CH:16][CH:15]=1)=[O:11])[C@H:2]([C:7]([NH:35][C@H:36]([C:41]([NH:43][C@H:44]([C:52]([NH:54][C@H:55]([C:63]([O:65][CH3:66])=[O:64])[CH2:56][C:57]1[CH:58]=[CH:59][CH:60]=[CH:61][CH:62]=1)=[O:53])[CH2:45][C:46]1[CH:51]=[CH:50][CH:49]=[CH:48][CH:47]=1)=[O:42])[CH2:37][C:38](=[O:40])[NH2:39])=[O:9])[CH2:3][CH2:4][CH2:5][CH3:6] |f:6.7|. Reported procedure: 4.95 g of Z-Nle-OH dissolved in 50 ml tetrahydrofuran are cooled to -20° C. and 2.1 ml of N-methylmorpholine followed by 2.43 ml of chloroformic acid isobutylester are added to the solution with stirring. The solution is stirred for a further 10 minutes at -15° C. and a cold solution comprising 10.6 g of H-Asn-Phe-Phe-OMe. hydrobromide and 2.5 ml of N-methylmorpholine in 60 ml N,N-dimethylformamide/tetrahydrofuran (1:1) are added. The solution is stirred for 20 hours at 0° C. and for 2 hours at ... The reactants are four, C(C=C)N1C=NC=C1 (1-allyl imidazole), COS(OC)(=O)=O (dimethyl sulfuric acid). Run in C1(=CC=CC=C1)C (toluene). Yields the product CS(=O)(=O)[O-].C(C=C)[N+]1=CN(C=C1)C (1-allyl-3-methyl imidazolium methyl sulfonate). The yield is 210.4%. As a reaction SMILES: [CH2:1]([N:4]1[CH:8]=[CH:7][N:6]=[CH:5]1)[CH:2]=[CH2:3].[CH3:9][O:10][S:11](=[O:15])(=O)[O:12]C>C1(C)C=CC=CC=1>[CH3:1][S:11]([O-:12])(=[O:15])=[O:10].[CH2:1]([N+:4]1[CH:8]=[CH:7][N:6]([CH3:9])[CH:5]=1)[CH:2]=[CH2:3] |f:3.4|. Reported procedure: To a 200 ml four necked flask equipped with a stirrer, a dropping funnel, a cooling tube and a thermometer, 54.07 g (0.5 mol) of 1-allyl imidazole and 50 ml of toluene were charged, to which 63.01 g (0.50 mol) of dimethyl sulfuric acid was dropped slowly taking one hour or more and reacted for 5 hours. After reaction, 114.79 g of 1-allyl-3-methyl imidazolium methyl sulfonate was obtained by drying under a reduced pressure. Then, 114.79 g of the obtained 1-allyl-3-methyl imidazolium methyl sulfon... Reactants: C(C)(CC)[Li] (sec-butyl lithium), CN(C)CC1C(CCCC1)=O ((±) 2-((dimethylamino)methyl) cyclohexanone), BrC=1C=C(C=CC1)OC (3-bromoanisole), CN(C)CC1C(CCCC1)=O ((±) 2-((dimethylamino)methyl) cyclohexanone). The reagents and catalysts are [Cl-] (chloride), [Fe] (iron). Run in O1CCCC1 (tetrahydrofuran), O1CCCC1 (THF), O1CCCC1 (THF). Reaction conditions: time 10 minute. Yields the product CN(C)CC1CCCCC1(C2=CC=CC(=C2)OC)O (Tramadol). The yield is 89.2%. As a reaction SMILES: C([Li])(CC)C.Br[C:7]1[CH:8]=[C:9]([O:13][CH3:14])[CH:10]=[CH:11][CH:12]=1.[CH3:15][N:16]([CH2:18][CH:19]1[CH2:24][CH2:23][CH2:22][CH2:21][C:20]1=[O:25])[CH3:17]>O1CCCC1.[Fe].[Cl-]>[CH3:17][N:16]([CH2:18][CH:19]1[C:20]([OH:25])([C:7]2[CH:8]=[C:9]([O:13][CH3:14])[CH:10]=[CH:11][CH:12]=2)[CH2:21][CH2:22][CH2:23][CH2:24]1)[CH3:15]. Reported procedure: To 120 mL of anhydrous tetrahydrofuran (THF) cooled to −50° C. was added 400 mL of sec-butyl lithium (0.52 mol, 1.3 M solution in cyclohexane). The resulting yellow suspension was stirred for 10 min and then 63.56 g of neat 3-bromoanisole (0.34 mol) was added dropwise with stirring. The yellow suspension turned red, and then a white precipitate formed. The resulting white suspension was stirred for 30 min. In a separate vessel 52.75 g of (±) 2-((dimethylamino)methyl) cyclohexanone was dissolved ... Reactants: COC1=CC(=C(C(=C1)C)S(=O)(=O)N(C)CC1=NN=C(O1)C(=O)OC)C (methyl 5-({[(4-methoxy-2,6-dimethylphenyl)sulfonyl](methyl)amino}methyl)-1,3,4-oxadiazole-2-carboxylate), COC1CN(C1)CC1=CC=C(C=C1)CNC (1-{4-[(3-methoxyazetidin-1-yl)methyl]phenyl}-N-methylmethanamine), C[Al](C)C (trimethylaluminium). The solvent is ClCCCl (DCE). Product: COC1CN(C1)CC1=CC=C(CN(C(=O)C=2OC(=NN2)CN(C)S(=O)(=O)C2=C(C=C(C=C2C)OC)C)C)C=C1 (N-{4-[(3-Methoxyazetidin-1-yl)methyl]benzyl}-5-({[(4-methoxy-2,6-dimethylphenyl)sulfonyl](methyl)amino}methyl)-N-methyl-1,3,4-oxadiazole-2-carboxamide). RXN SMILES: [CH3:1][O:2][C:3]1[CH:8]=[C:7]([CH3:9])[C:6]([S:10]([N:13]([CH2:15][C:16]2[O:20][C:19]([C:21](OC)=[O:22])=[N:18][N:17]=2)[CH3:14])(=[O:12])=[O:11])=[C:5]([CH3:25])[CH:4]=1.[CH3:26][O:27][CH:28]1[CH2:31][N:30]([CH2:32][C:33]2[CH:38]=[CH:37][C:36]([CH2:39][NH:40][CH3:41])=[CH:35][CH:34]=2)[CH2:29]1.C[Al](C)C>ClCCCl>[CH3:26][O:27][CH:28]1[CH2:31][N:30]([CH2:32][C:33]2[CH:38]=[CH:37][C:36]([CH2:39][N:40]([CH3:41])[C:21]([C:19]3[O:20][C:16]([CH2:15][N:13]([S:10]([C:6]4[C:7]([CH3:9])=[CH:8][C:3]([O:2][CH3:1])=[CH:4][C:5]=4[CH3:25])(=[O:12])=[O:11])[CH3:14])=[N:17][N:18]=3)=[O:22])=[CH:35][CH:34]=2)[CH2:29]1. Procedure: The title compound was prepared according to general procedure AT using methyl 5-({[(4-methoxy-2,6-dimethylphenyl)sulfonyl](methyl)amino}methyl)-1,3,4-oxadiazole-2-carboxylate (30 mg, 0.08 mmol), 1-{4-[(3-methoxyazetidin-1-yl)methyl]phenyl}-N-methylmethanamine (30 mg, 0.14 mmol) and trimethylaluminium (2 M in toluene, 0.08 mL) in DCE (5 mL). A portion of the crude product was purified using prep method D to afford the title compound. The reactants are FC1=C(C=CC(=C1)F)C(C(C)(C)SCC1=CC=C(C=C1)OC)=O (1-(2,4-difluorophenyl)-2-((4-methoxyphenyl)methylthio)-2-methylpropan-1-one), [I-].C[S+](=O)(C)C (trimethyloxosulfonium iodide), [H-].[Na+] (sodium hydride), ice water, [H][H] (hydrogen). Run in CS(=O)C (dimethyl sulfoxide), CCCCCC (hexane), CS(=O)C (dimethyl sulfoxide). Yields the product FC1=C(C=CC(=C1)F)C1(OC1)C(C)(C)SCC1=CC=C(C=C1)OC ((±)-2-(2,4-difluorophenyl)-2-(1-((4-methoxyphenyl)methylthio)-1-methylethyl)oxirane). Isolated yield 67988.1%. As a reaction SMILES: [H-].[Na+].[I-].[CH3:4][S+](C)(C)=O.[H][H].[F:11][C:12]1[CH:17]=[C:16]([F:18])[CH:15]=[CH:14][C:13]=1[C:19](=[O:33])[C:20]([S:23][CH2:24][C:25]1[CH:30]=[CH:29][C:28]([O:31][CH3:32])=[CH:27][CH:26]=1)([CH3:22])[CH3:21]>CS(C)=O.CCCCCC>[F:11][C:12]1[CH:17]=[C:16]([F:18])[CH:15]=[CH:14][C:13]=1[C:19]1([C:20]([S:23][CH2:24][C:25]2[CH:26]=[CH:27][C:28]([O:31][CH3:32])=[CH:29][CH:30]=2)([CH3:22])[CH3:21])[CH2:4][O:33]1 |f:0.1,2.3|. Procedure: In 900 ml of dimethyl sulfoxide was suspended 41.2 g (1.0 mol) of 60% sodium hydride having been washed with hexane, and 226.7 g (1.0 mol) of trimethyloxosulfonium iodide was added to the suspension in divided portions with stirring under cooling with ice. After the evolution of hydrogen gas ceased, stirring was continued at room temperature for an additional 2-hour period. A solution of 193.0 g (0.57 mmol) of 1-(2,4-difluorophenyl)-2-((4-methoxyphenyl)methylthio)-2-methylpropan-1-one in 110 ml ... Starting materials: CC#N (CH3CN), Mg, crude product, N1(CCCC1)CCCC#N (4-pyrrolidin-1-yl-butyronitrile), C(=O)(C(F)(F)F)O (TFA), C(=O)(C(F)(F)F)O (TFA), IC1=C(C=CC=C1)C (2-iodotoluene). Run in C(Cl)Cl (CH2Cl2), CCOCC (Et2O). Run at time 8 hour. The product is CC1=C(C=CC=C1)C(CCCN1CCCC1)=O (1-[4-(2-methylphenyl)-4-oxo-1-butyl]pyrrolidine). RXN SMILES: I[C:2]1[CH:7]=[CH:6][CH:5]=[CH:4][C:3]=1[CH3:8].[N:9]1([CH2:14][CH2:15][CH2:16][C:17]#N)[CH2:13][CH2:12][CH2:11][CH2:10]1.C(O)(C(F)(F)F)=[O:20].CC#N>CCOCC.C(Cl)Cl>[CH3:8][C:3]1[CH:4]=[CH:5][CH:6]=[CH:7][C:2]=1[C:17](=[O:20])[CH2:16][CH2:15][CH2:14][N:9]1[CH2:13][CH2:12][CH2:11][CH2:10]1. Procedure: In a 10 mL oven-dried flask was charged Mg turnings (30 mg, 1.2 mmol) which were activated under vacuum by the use of a heat-gun. Under inert atmosphere was added a solution of 2-iodotoluene (0.22 g, 1.0 mmol) in Et2O (2 mL) and the reaction mixture was allowed to reflux for 1 hour. A mixture of 4-pyrrolidin-1-yl-butyronitrile (Burckhalter et. al. J. Org. Chem. 1961, 26, 4070-4076) (0.14 g, 1.0 mmol) in CH2Cl2 (2 mL) was added via a syringe and the reaction mixture was stirred at rt overnight. T...